This data is from the Open Reaction Database (ORD), a public repository of structured organic reaction records. The task is: describe an organic reaction: reactants, conditions, products, and yield The reactants are C, CCO, CN1CCN(CC#Cc2cc(Cl)c3c(c2)CN(Cc2ccc(Cl)cc2)C3=O)CC1, [H][H], [Pd]. Product: CN1CCN(CCCc2cc(Cl)c3c(c2)CN(Cc2ccc(Cl)cc2)C3=O)CC1. RXN SMILES: [C:35].[CH3:32][CH2:33][OH:34].[Cl:1][c:2]1[cH:3][c:4]([C:20]#[C:21][CH2:22][N:23]2[CH2:24][CH2:25][N:26]([CH3:29])[CH2:27][CH2:28]2)[cH:5][c:6]2[c:10]1[C:9](=[O:11])[N:8]([CH2:12][c:13]1[cH:14][cH:15][c:16]([Cl:19])[cH:17][cH:18]1)[CH2:7]2.[H:30][H:31].[Pd:36]>>[Cl:1][c:2]1[cH:3][c:4]([CH2:20][CH2:21][CH2:22][N:23]2[CH2:24][CH2:25][N:26]([CH3:29])[CH2:27][CH2:28]2)[cH:5][c:6]2[c:10]1[C:9](=[O:11])[N:8]([CH2:12][c:13]1[cH:14][cH:15][c:16]([Cl:19])[cH:17][cH:18]1)[CH2:7]2.